Dataset: the Open Reaction Database (ORD), a public repository of structured organic reaction records. Task: describe an organic reaction: reactants, conditions, products, and yield Reactants: ClC1=C(C=NC2=NC(=C(C=C12)OCC)C)C(=O)OCC (ethyl 4-chloro-6-ethoxy-7-methyl-1,8-naphthyridine-3-carboxylate), NC1=CC=C(OCC(=O)N)C=C1 (4-aminophenoxy acetamide). The solvent is C(C)O (ethanol). Yields the product Cl.C(N)(=O)COC1=CC=C(NC2=C(C=NC3=NC(=C(C=C23)OCC)C)C(=O)OCC)C=C1 (ethyl 4-[4-(carbamoylmethoxy)anilino]-6-ethoxy-7-methyl-1,8-naphthyridine-3-carboxylate hydrochloride). As a reaction SMILES: [Cl:1][C:2]1[C:11]2[C:6](=[N:7][C:8]([CH3:15])=[C:9]([O:12][CH2:13][CH3:14])[CH:10]=2)[N:5]=[CH:4][C:3]=1[C:16]([O:18][CH2:19][CH3:20])=[O:17].[NH2:21][C:22]1[CH:32]=[CH:31][C:25]([O:26][CH2:27][C:28]([NH2:30])=[O:29])=[CH:24][CH:23]=1>C(O)C>[ClH:1].[C:28]([CH2:27][O:26][C:25]1[CH:31]=[CH:32][C:22]([NH:21][C:2]2[C:11]3[C:6](=[N:7][C:8]([CH3:15])=[C:9]([O:12][CH2:13][CH3:14])[CH:10]=3)[N:5]=[CH:4][C:3]=2[C:16]([O:18][CH2:19][CH3:20])=[O:17])=[CH:23][CH:24]=1)(=[O:29])[NH2:30] |f:3.4|. Procedure: A mixture of ethyl 4-chloro-6-ethoxy-7-methyl-1,8-naphthyridine-3-carboxylate (2.0 g), 4-aminophenoxy acetamide (1.13 g) and absolute ethanol (30 ml) was boiled under reflux for 1 hour and then cooled to ambient temperature. The mixture was filtered to give ethyl 4-[4-(carbamoylmethoxy)anilino]-6-ethoxy-7-methyl-1,8-naphthyridine-3-carboxylate hydrochloride, m.p. 215°-217° C. The reactants are CC(Cl)C(=O)OC(C)(C)C, NCc1ccccc1, [Na+], [OH-], c1ccccc1. Product: CC(NCc1ccccc1)C(=O)OC(C)(C)C. As a reaction SMILES: [Cl:9][CH:10]([C:11](=[O:12])[O:13][C:14]([CH3:15])([CH3:16])[CH3:17])[CH3:18].[NH2:1][CH2:2][c:3]1[cH:4][cH:5][cH:6][cH:7][cH:8]1.[Na+:26].[OH-:25].[cH:19]1[cH:20][cH:21][cH:22][cH:23][cH:24]1>>[NH:1]([CH2:2][c:3]1[cH:4][cH:5][cH:6][cH:7][cH:8]1)[CH:10]([C:11](=[O:12])[O:13][C:14]([CH3:15])([CH3:16])[CH3:17])[CH3:18]. The reactants are C1CCOC1, O, CCOC(=O)c1cnc(N2CC3C(C2)C3Nc2ccc3ccccc3n2)nc1. Yields the product O=C(O)c1cnc(N2CC3C(C2)C3Nc2ccc3ccccc3n2)nc1. As a reaction SMILES: [CH2:30]1[O:31][CH2:32][CH2:33][CH2:34]1.[OH2:29].[n:1]1[c:2]([NH:11][CH:12]2[CH:13]3[CH2:14][N:15]([c:18]4[n:19][cH:20][c:21]([C:24](=[O:25])[O:26][CH2:27][CH3:28])[cH:22][n:23]4)[CH2:16][CH:17]23)[cH:3][cH:4][c:5]2[cH:6][cH:7][cH:8][cH:9][c:10]12>>[n:1]1[c:2]([NH:11][CH:12]2[CH:13]3[CH2:14][N:15]([c:18]4[n:19][cH:20][c:21]([C:24](=[O:25])[OH:26])[cH:22][n:23]4)[CH2:16][CH:17]23)[cH:3][cH:4][c:5]2[cH:6][cH:7][cH:8][cH:9][c:10]12. As a reaction SMILES: [Al+3:2].[CH3:16][c:17]1[cH:18][c:19]2[cH:20][cH:21][c:22]([C:26](=[O:27])[O:28][CH3:29])[cH:23][n:24]2[cH:25]1.[Cl-:1].[Cl-:3].[Cl-:4].[Cl:31][CH2:32][Cl:33].[Cl:5][c:6]1[c:7]([C:8]([Cl:9])=[O:10])[cH:11][cH:12][c:13]([Cl:15])[cH:14]1.[OH2:30]>>[Cl:5][c:6]1[c:7]([CH2:8][c:25]2[c:17]([CH3:16])[cH:18][c:19]3[cH:20][cH:21][c:22]([C:26](=[O:27])[O:28][CH3:29])[cH:23][n:24]32)[cH:11][cH:12][c:13]([Cl:15])[cH:14]1. Reactants: [Al+3], COC(=O)c1ccc2cc(C)cn2c1, [Cl-], [Cl-], [Cl-], ClCCl, O=C(Cl)c1ccc(Cl)cc1Cl, O. The product is COC(=O)c1ccc2cc(C)c(Cc3ccc(Cl)cc3Cl)n2c1.